Dataset: the Open Reaction Database (ORD), a public repository of structured organic reaction records. Task: describe an organic reaction: reactants, conditions, products, and yield Reactants: ClC1=NC=CN=C1 (chloropyrazine), C(=O)([O-])[O-].[K+].[K+] (K2CO3), IC1=CC=C(C=C1)O (4-iodophenol). Run in CN(C)C=O (DMF), CCOC(=O)C (EtOAc). Run at temperature 100 celsius, time 8 hour. Yields the product IC1=CC=C(OC2=NC=CN=C2)C=C1 (2-(4-iodophenoxy)pyrazine). Isolated yield 89.8%. As a reaction SMILES: Cl[C:2]1[CH:7]=[N:6][CH:5]=[CH:4][N:3]=1.C([O-])([O-])=O.[K+].[K+].[I:14][C:15]1[CH:20]=[CH:19][C:18]([OH:21])=[CH:17][CH:16]=1>CN(C=O)C.CCOC(C)=O>[I:14][C:15]1[CH:20]=[CH:19][C:18]([O:21][C:2]2[CH:7]=[N:6][CH:5]=[CH:4][N:3]=2)=[CH:17][CH:16]=1 |f:1.2.3|. Procedure details: A mixture of chloropyrazine (124 mg, 1.08 mmol), K2CO3 (749 mg, 5.42 mmol), and 4-iodophenol (263 mg, 1.20 mmol) in DMF (24 mL) was heated at 100° C. for 9.5 h and then stirred at rt overnight. The reaction was diluted with EtOAc and washed with H2O (40 mL). The aqueous wash was back extracted with EtOAc (20 mL). The organic extracts were combined, washed with H2O (2×40 mL), washed with brine (40 mL), dried (MgSO4), filtered, concentrated and purified by silica gel chromatography (0%-20% EtOAc i... Starting materials: [OH-].[Na+] (sodium hydroxide), ClC=1C(=NC=CC1)N1CCOC2=C1C=CC=C2C(=O)NC2=C(C=CC=C2)C(=O)OC (4-(3-chloropyridin-2-yl)-N-(methoxycarbonylphenyl)-3,4-dihydro-2H-benzo[1,4]oxazine-8-carboxamide), O1CCCC1 (tetrahydrofuran), Cl (hydrochloric acid). Run in CO (methanol). Conditions: temperature 60 celsius, time 5 hour. The product is C(=O)(O)C1=CC=C(C=C1)NC(=O)C1=CC=CC=2N(CCOC21)C2=NC=CC=C2Cl (N-(4-carboxyphenyl)-4-(3-chloropyridin-2-yl)-3,4-dihydro-2H-benzo[1,4]oxazine-8-carboxamide). Reaction SMILES: [Cl:1][C:2]1[C:3]([N:8]2[C:13]3[CH:14]=[CH:15][CH:16]=[C:17]([C:18]([NH:20][C:21]4[CH:26]=[CH:25][CH:24]=[CH:23][C:22]=4C(OC)=O)=[O:19])[C:12]=3[O:11][CH2:10][CH2:9]2)=[N:4][CH:5]=[CH:6][CH:7]=1.[OH-:31].[Na+].Cl.[O:34]1[CH2:38]CCC1>CO>[C:38]([C:24]1[CH:23]=[CH:22][C:21]([NH:20][C:18]([C:17]2[C:12]3[O:11][CH2:10][CH2:9][N:8]([C:3]4[C:2]([Cl:1])=[CH:7][CH:6]=[CH:5][N:4]=4)[C:13]=3[CH:14]=[CH:15][CH:16]=2)=[O:19])=[CH:26][CH:25]=1)([OH:34])=[O:31] |f:1.2|. Reported procedure: 4-(3-Chloropyridin-2-yl)-N-(methoxycarbonylphenyl)-3,4-dihydro-2H-benzo[1,4]oxazine-8-carboxamide (500 mg) produced in Example 1-034 was dissolved in tetrahydrofuran (5 ml) and methanol (5 ml), 4 M sodium hydroxide solution (1 ml) was added, and the mixture was stirred at 60° C. for 5 hours. The reaction mixture was neutralized by adding 1 M hydrochloric acid and then concentrated. The concentrate was diluted with water and stirred, and white solid substance was collected by filtration and dried...